From a dataset of the Open Reaction Database (ORD), a public repository of structured organic reaction records. describe an organic reaction: reactants, conditions, products, and yield Reactants: C(CCCCC)C1=CC=C(S1)C#CC1=CC=C(O1)C(=O)N[C@H](CC(=O)[O-])C[N+](C)(C)C ((R)-3-(5-((5-hexylthiophen-2-yl)ethynyl)furan-2-carboxamido)-4-(trimethylammonio)butanoate). The reagents and catalysts are [Pd] (Pd/C). Yields the product C(CCCCC)C1=CC=C(S1)CCC1=CC=C(O1)C(=O)N[C@H](CC(=O)[O-])C[N+](C)(C)C ((R)-3-(5-(2-(5-hexylthiophen-2-yl)ethyl)furan-2-carboxamido)-4-(trimethylammonio)butanoate). The yield is 72.0%. Reaction SMILES: [CH2:1]([C:7]1[S:11][C:10]([C:12]#[C:13][C:14]2[O:18][C:17]([C:19]([NH:21][C@@H:22]([CH2:27][N+:28]([CH3:31])([CH3:30])[CH3:29])[CH2:23][C:24]([O-:26])=[O:25])=[O:20])=[CH:16][CH:15]=2)=[CH:9][CH:8]=1)[CH2:2][CH2:3][CH2:4][CH2:5][CH3:6]>[Pd]>[CH2:1]([C:7]1[S:11][C:10]([CH2:12][CH2:13][C:14]2[O:18][C:17]([C:19]([NH:21][C@@H:22]([CH2:27][N+:28]([CH3:31])([CH3:30])[CH3:29])[CH2:23][C:24]([O-:26])=[O:25])=[O:20])=[CH:16][CH:15]=2)=[CH:9][CH:8]=1)[CH2:2][CH2:3][CH2:4][CH2:5][CH3:6]. Procedure: According to the method described in example S64, (R)-3-(5-((5-hexylthiophen-2-yl)ethynyl)furan-2-carboxamido)-4-(trimethylammonio)butanoate was treated with 10% Pd/C under hydrogen and the product purified to give the title compound as a white powder (14.6 mg, 72%), 1H NMR (400 MHz, D2O) δ 6.85 (br, 1H), 6.32 (br, 1H), 6.21 (br, 1H), 5.65 (br, 1H), 3.64 (m, 1H), 3.41-3.38 (m, 2H), 3.01 (s, 9H), 2.72 (br, 2H), 2.61 (br, 2H), 2.38-2.23 (m, 4H); 1.34 (br, 2H), 1.07 (br, 6H), 0.68 (br, 3H); MS ESI ...